This data is from the Open Reaction Database (ORD), a public repository of structured organic reaction records. The task is: describe an organic reaction: reactants, conditions, products, and yield The reactants are C(C)(C)(C)OC(=O)N[C@@H](C(=O)N1CCC(CC1)(C(=O)OCC)C1CCCCC1)CC1=CC=C(C=C1)OC (ethyl 1-[(R)-2-tert-butoxycarbonylamino-3-(4-methoxyphenyl)-propionyl]-4-cyclohexylpiperidine-4-carboxylate), FC(C(=O)O)(F)F (trifluoroacetic acid). Solvent: ClCCl (dichloromethane). Run at time 2 hour. Yields the product FC(C(=O)O)(F)F.N[C@@H](C(=O)N1CCC(CC1)(C(=O)OCC)C1CCCCC1)CC1=CC=C(C=C1)OC (ethyl 1-[(R)-2-amino-3-(4-methoxyphenyl)propionyl]-4-cyclohexylpiperidine-4-carboxylate trifluoroacetate). The yield is 78.0%. As a reaction SMILES: C(OC([NH:8][C@H:9]([CH2:29][C:30]1[CH:35]=[CH:34][C:33]([O:36][CH3:37])=[CH:32][CH:31]=1)[C:10]([N:12]1[CH2:17][CH2:16][C:15]([CH:23]2[CH2:28][CH2:27][CH2:26][CH2:25][CH2:24]2)([C:18]([O:20][CH2:21][CH3:22])=[O:19])[CH2:14][CH2:13]1)=[O:11])=O)(C)(C)C.[F:38][C:39]([F:44])([F:43])[C:40]([OH:42])=[O:41]>ClCCl>[F:38][C:39]([F:44])([F:43])[C:40]([OH:42])=[O:41].[NH2:8][C@H:9]([CH2:29][C:30]1[CH:35]=[CH:34][C:33]([O:36][CH3:37])=[CH:32][CH:31]=1)[C:10]([N:12]1[CH2:17][CH2:16][C:15]([CH:23]2[CH2:28][CH2:27][CH2:26][CH2:25][CH2:24]2)([C:18]([O:20][CH2:21][CH3:22])=[O:19])[CH2:14][CH2:13]1)=[O:11] |f:3.4|. Procedure: To 10 g (19.4 mmol) of ethyl 1-[(R)-2-tert-butoxycarbonylamino-3-(4-methoxyphenyl)-propionyl]-4-cyclohexylpiperidine-4-carboxylate (cf. preparation 19-1) in 80 mL of dichloromethane are added, at room temperature, 20 mL of trifluoroacetic acid. The reaction medium is stirred for 2 hours and the solvents are then evaporated off. Diethyl ether and a few drops of dichloromethane are added to the oil obtained, and the white solid obtained is filtered off and then dried. 8 g of ethyl 1-[(R)-2-amino-3... Starting materials: ClCCl, CN1CCN(c2cccc([N+](=O)[O-])c2C#N)CC1, Cl, [Fe], O. Yields the product CN1CCN(c2cccc(N)c2C#N)CC1. Reaction SMILES: [CH2:22]([Cl:23])[Cl:24].[CH3:1][N:2]1[CH2:3][CH2:4][N:5]([c:8]2[c:9]([C:10]#[N:11])[c:12]([N+:16]([O-:17])=[O:18])[cH:13][cH:14][cH:15]2)[CH2:6][CH2:7]1.[ClH:19].[Fe:21].[OH2:20]>>[CH3:1][N:2]1[CH2:3][CH2:4][N:5]([c:8]2[c:9]([C:10]#[N:11])[c:12]([NH2:16])[cH:13][cH:14][cH:15]2)[CH2:6][CH2:7]1. Procedure details: A mixture of 27.7 grams (0.1 mole) of 1,8-dichloroanthraquinone, 30 grams (0.22 mole) of p-(2-aminoethyl)phenol in 200 milliliters of o-dichlorobenzene was heated to 160° C. for 18 hours. The mixture was cooled to room temperature, and the product was collected by filtration. It was recrystallized from isopropanol to yield 29 grams (62%) of 1,8-bis[2-(p-hydroxyphenyl)ethylamino]anthraquinone as a red powder, m.p. 181°-182° C., vis (DMF), λmax 520 nm (ε12,000); ms 478 (M+); Calcd. for C30H26N2O4 ... Reaction conditions: temperature 160 celsius. The product is OC1=CC=C(C=C1)CCNC1=CC=CC=2C(C3=CC=CC(=C3C(C12)=O)NCCC1=CC=C(C=C1)O)=O (1,8-bis[2-(p-hydroxyphenyl)ethylamino]anthraquinone). Solvent: ClC1=C(C=CC=C1)Cl (o-dichlorobenzene). Isolated yield 60.6%. Reactants: ClC1=CC=CC=2C(C3=CC=CC(=C3C(C12)=O)Cl)=O (1,8-dichloroanthraquinone), NCCC1=CC=C(C=C1)O (p-(2-aminoethyl)phenol). Reaction SMILES: Cl[C:2]1[C:15]2[C:14](=[O:16])[C:13]3[C:8](=[CH:9][CH:10]=[CH:11][C:12]=3Cl)[C:7](=[O:18])[C:6]=2[CH:5]=[CH:4][CH:3]=1.[NH2:19][CH2:20][CH2:21][C:22]1[CH:27]=[CH:26][C:25]([OH:28])=[CH:24][CH:23]=1>ClC1C=CC=CC=1Cl>[OH:28][C:25]1[CH:26]=[CH:27][C:22]([CH2:21][CH2:20][NH:19][C:2]2[C:15]3[C:14](=[O:16])[C:13]4[C:8](=[CH:9][CH:10]=[CH:11][C:12]=4[NH:19][CH2:20][CH2:21][C:22]4[CH:27]=[CH:26][C:25]([OH:28])=[CH:24][CH:23]=4)[C:7](=[O:18])[C:6]=3[CH:5]=[CH:4][CH:3]=2)=[CH:23][CH:24]=1. Starting materials: O=C([O-])[O-], CCOC(=O)C(=O)Nc1nc(C(C)C)cs1, CC(=O)O, [K+], [K+], O. Product: CC(C)c1csc(NC(=O)C(=O)O)n1. Reaction SMILES: [C:18](=[O:19])([O-:20])[O-:21].[CH3:1][CH:2]([CH3:3])[c:4]1[n:5][c:6]([NH:9][C:10](=[O:11])[C:12](=[O:13])[O:14][CH2:15][CH3:16])[s:7][cH:8]1.[CH3:24][C:25](=[O:26])[OH:27].[K+:22].[K+:23].[OH2:17]>>[CH3:1][CH:2]([CH3:3])[c:4]1[n:5][c:6]([NH:9][C:10](=[O:11])[C:12](=[O:13])[OH:14])[s:7][cH:8]1. Reactants: CN1C(COC=2C1=CC1=C(CCN(CC1)C(=O)OC(C)(C)C)C2)=O (1,1-Dimethylethyl 4-methyl-3-oxo-3,4,6,7,9,10-hexahydro[1,4]oxazino[2,3-h][3]benzazepine-8(2H)-carboxylate), C(=O)(C(F)(F)F)O (TFA). The solvent is C(Cl)Cl (DCM). Product: CN1C(COC=2C1=CC1=C(CCNCC1)C2)=O (4-Methyl-4,6,7,8,9,10-hexahydro[1,4]oxazino[2,3-h][3]benzazepin-3(2H)-one). RXN SMILES: [CH3:1][N:2]1[C:7]2=[CH:8][C:9]3[CH2:15][CH2:14][N:13](C(OC(C)(C)C)=O)[CH2:12][CH2:11][C:10]=3[CH:23]=[C:6]2[O:5][CH2:4][C:3]1=[O:24].C(O)(C(F)(F)F)=O>C(Cl)Cl>[CH3:1][N:2]1[C:7]2=[CH:8][C:9]3[CH2:15][CH2:14][NH:13][CH2:12][CH2:11][C:10]=3[CH:23]=[C:6]2[O:5][CH2:4][C:3]1=[O:24]. Procedure: 1,1-Dimethylethyl 4-methyl-3-oxo-3,4,6,7,9,10-hexahydro[1,4]oxazino[2,3-h][3]benzazepine-8(2H)-carboxylate (0.16 g) was treated with TFA (2 ml) in DCM (4 ml) for 3 h at 25° C. After elimination of volatiles under reduced pressure the residue was partitioned between aqueous NaHCO3 and DCM. The organic layer was collected and the aqueous phase extracted twice with DCM. The combined DCM layers were dried (Na2CO3), filtered and concentrated to give the title compound as a colourless solid which was ... Starting materials: O=C(CCc1c(Br)cc(Br)nc1-c1ccc(F)cc1Cl)Nc1c(Cl)cccc1Cl, [Cu]I, [K+], [K+], O=C([O-])[O-], CN(C)C=O. Product: O=C1CCc2c(cc(Br)nc2-c2ccc(F)cc2Cl)N1c1c(Cl)cccc1Cl. As a reaction SMILES: [Br:1][c:2]1[c:3]([CH2:17][CH2:18][C:19](=[O:20])[NH:21][c:22]2[c:23]([Cl:29])[cH:24][cH:25][cH:26][c:27]2[Cl:28])[c:4](-[c:9]2[c:10]([Cl:16])[cH:11][c:12]([F:15])[cH:13][cH:14]2)[n:5][c:6]([Br:8])[cH:7]1.[Cu:41][I:42].[K+:30].[K+:31].[O-:32][C:33]([O-:34])=[O:35].[O:36]=[CH:37][N:38]([CH3:39])[CH3:40]>>[c:2]12[c:3]([c:4](-[c:9]3[c:10]([Cl:16])[cH:11][c:12]([F:15])[cH:13][cH:14]3)[n:5][c:6]([Br:8])[cH:7]1)[CH2:17][CH2:18][C:19](=[O:20])[N:21]2[c:22]1[c:23]([Cl:29])[cH:24][cH:25][cH:26][c:27]1[Cl:28].